The task is: describe an organic reaction: reactants, conditions, products, and yield. This data is from the Open Reaction Database (ORD), a public repository of structured organic reaction records. Reactants: CC(=O)O, O=CN(CC(CC1CCCC1)C(=O)NNc1nc(Cl)nc(NCc2nccs2)c1F)OC1CCCCO1, O. Product: O=CN(O)CC(CC1CCCC1)C(=O)NNc1nc(Cl)nc(NCc2nccs2)c1F. RXN SMILES: [CH3:38][C:39](=[O:40])[OH:41].[Cl:1][c:2]1[n:3][c:4]([NH:31][CH2:32][c:33]2[s:34][cH:35][cH:36][n:37]2)[c:5]([F:30])[c:6]([NH:8][NH:9][C:10]([CH:11]([CH2:12][N:13]([CH:14]=[O:15])[O:16][CH:17]2[CH2:18][CH2:19][CH2:20][CH2:21][O:22]2)[CH2:23][CH:24]2[CH2:25][CH2:26][CH2:27][CH2:28]2)=[O:29])[n:7]1.[OH2:42]>>[Cl:1][c:2]1[n:3][c:4]([NH:31][CH2:32][c:33]2[s:34][cH:35][cH:36][n:37]2)[c:5]([F:30])[c:6]([NH:8][NH:9][C:10]([CH:11]([CH2:12][N:13]([CH:14]=[O:15])[OH:16])[CH2:23][CH:24]2[CH2:25][CH2:26][CH2:27][CH2:28]2)=[O:29])[n:7]1. The reactants are C1CCOC1, COc1cccc2c1[nH]c1cnccc12, O=C1CCC(=O)N1Cl. Yields the product COc1c(Cl)ccc2c1[nH]c1cnccc12. Reaction SMILES: [CH2:24]1[O:25][CH2:26][CH2:27][CH2:28]1.[CH3:1][O:2][c:3]1[cH:4][cH:5][cH:6][c:7]2[c:8]3[cH:9][cH:10][n:11][cH:12][c:13]3[nH:14][c:15]12.[Cl:16][N:17]1[C:18](=[O:19])[CH2:20][CH2:21][C:22]1=[O:23]>>[CH3:1][O:2][c:3]1[c:4]([Cl:16])[cH:5][cH:6][c:7]2[c:8]3[cH:9][cH:10][n:11][cH:12][c:13]3[nH:14][c:15]12.